Dataset: the Open Reaction Database (ORD), a public repository of structured organic reaction records. Task: describe an organic reaction: reactants, conditions, products, and yield The reactants are Cc1ccc(Br)nc1, CC(=O)N1c2ccc(C#C[Si](C(C)C)(C(C)C)C(C)C)cc2C(N)CC1C, CC(C)(C)[O-], CN(C)c1ccccc1-c1ccccc1P(C1CCCCC1)C1CCCCC1, Cl, [Na+], O=C(C=Cc1ccccc1)C=Cc1ccccc1, O=C(C=Cc1ccccc1)C=Cc1ccccc1, O=C(C=Cc1ccccc1)C=Cc1ccccc1, [Pd], [Pd]. Product: CC(=O)N1c2ccc(C#C[Si](C(C)C)(C(C)C)C(C)C)cc2C(Nc2ccc(C)cn2)CC1C. Reaction SMILES: [Br:29][c:30]1[n:31][cH:32][c:33]([CH3:36])[cH:34][cH:35]1.[C:2]([CH3:3])(=[O:4])[N:5]1[CH:6]([CH3:28])[CH2:7][CH:8]([NH2:27])[c:9]2[cH:10][c:11]([C:15]#[C:16][Si:17]([CH:18]([CH3:19])[CH3:20])([CH:21]([CH3:22])[CH3:23])[CH:24]([CH3:25])[CH3:26])[cH:12][cH:13][c:14]21.[CH3:37][C:38]([CH3:39])([O-:40])[CH3:41].[CH3:43][N:44]([CH3:45])[c:46]1[cH:47][cH:48][cH:49][cH:50][c:51]1-[c:52]1[cH:53][cH:54][cH:55][cH:56][c:57]1[P:58]([CH:59]1[CH2:60][CH2:61][CH2:62][CH2:63][CH2:64]1)[CH:65]1[CH2:66][CH2:67][CH2:68][CH2:69][CH2:70]1.[ClH:1].[Na+:42].[O:109]=[C:110]([CH:111]=[CH:112][c:113]1[cH:114][cH:115][cH:116][cH:117][cH:118]1)[CH:119]=[CH:120][c:121]1[cH:122][cH:123][cH:124][cH:125][cH:126]1.[O:73]=[C:74]([CH:75]=[CH:76][c:77]1[cH:78][cH:79][cH:80][cH:81][cH:82]1)[CH:83]=[CH:84][c:85]1[cH:86][cH:87][cH:88][cH:89][cH:90]1.[O:91]=[C:92]([CH:93]=[CH:94][c:95]1[cH:96][cH:97][cH:98][cH:99][cH:100]1)[CH:101]=[CH:102][c:103]1[cH:104][cH:105][cH:106][cH:107][cH:108]1.[Pd:71].[Pd:72]>>[C:2]([CH3:3])(=[O:4])[N:5]1[CH:6]([CH3:28])[CH2:7][CH:8]([NH:27][c:30]2[n:31][cH:32][c:33]([CH3:36])[cH:34][cH:35]2)[c:9]2[cH:10][c:11]([C:15]#[C:16][Si:17]([CH:18]([CH3:19])[CH3:20])([CH:21]([CH3:22])[CH3:23])[CH:24]([CH3:25])[CH3:26])[cH:12][cH:13][c:14]21.